Dataset: the Open Reaction Database (ORD), a public repository of structured organic reaction records. Task: describe an organic reaction: reactants, conditions, products, and yield The reactants are O=O (oxygen), C(C)(C)(C)C1=C(C(=CC=C1)C(C)(C)C)O (2,6-di-t-butylphenol), [OH-].[K+] (potassium hydroxide). Run at time 0.5 hour. Yields the product C(C)(C)(C)C1=C(C(=CC(=C1)C(C)(C)C)O)C=1C(=CC(=CC1C(C)(C)C)C(C)(C)C)O (3,3',5,5'-tetra-t-butylbiphenol), 3,3',5,5'-tetra-t-butyldiphenoquinone. As a reaction SMILES: [C:1]([C:5]1[CH:10]=[CH:9][CH:8]=[C:7]([C:11]([CH3:14])([CH3:13])[CH3:12])[C:6]=1O)([CH3:4])([CH3:3])[CH3:2].[OH-:16].[K+].O=O>>[C:1]([C:5]1[CH:6]=[C:7]([C:11]([CH3:14])([CH3:13])[CH3:12])[CH:8]=[C:9]([OH:16])[C:10]=1[C:8]1[C:9]([OH:16])=[CH:10][C:5]([C:1]([CH3:4])([CH3:3])[CH3:2])=[CH:6][C:7]=1[C:11]([CH3:12])([CH3:13])[CH3:14])([CH3:4])([CH3:3])[CH3:2] |f:1.2|. Procedure details: Into a 500 ml autoclave equipped with an induction stirring device were charged 200 g of 2,6-di-t-butylphenol and 1 g of a 50% aqueous potassium hydroxide solution. The reaction was carried out for 0.5 hour at 200° C., while applying a pressure of up to 7 kg/cm2 with oxygen to the reaction apparatus, whereupon 147.5 g of 3,3',5,5'-tetra-t-butylbiphenol and 11.0 g of 3,3',5,5'-tetra-t-butyldiphenoquinone were formed in the reaction mixture, leaving 31.7 g of unaltered 2,6-di-t-butylphenol. Reactants: Brc1ccc2[nH]c(Br)nc2c1, C1CCNC1, CC#N. Yields the product Brc1ccc2[nH]c(N3CCCC3)nc2c1. As a reaction SMILES: [Br:1][c:2]1[n:3][c:4]2[c:5]([nH:6]1)[cH:7][cH:8][c:9]([Br:11])[cH:10]2.[CH2:12]1[CH2:13][CH2:14][NH:15][CH2:16]1.[CH3:17][C:18]#[N:19]>>[c:2]1([N:15]2[CH2:14][CH2:13][CH2:12][CH2:16]2)[n:3][c:4]2[c:5]([nH:6]1)[cH:7][cH:8][c:9]([Br:11])[cH:10]2. Reactants: CCOC(=O)CCc1ccc(NS(=O)(=O)c2ccccc2[N+](=O)[O-])cc1F, CCOC(=O)N=NC(=O)OCC, C1CCOC1, CC(=O)Nc1ccc(CO)cc1-c1c(C)cc(OCC2(O)CCSCC2)cc1C, c1ccc(P(c2ccccc2)c2ccccc2)cc1. Product: CCOC(=O)CCc1ccc(N(Cc2ccc(NC(C)=O)c(-c3c(C)cc(OCC4(O)CCSCC4)cc3C)c2)S(=O)(=O)c2ccccc2[N+](=O)[O-])cc1F. RXN SMILES: [F:30][c:31]1[c:32]([CH2:50][CH2:51][C:52](=[O:53])[O:54][CH2:55][CH3:56])[cH:33][cH:34][c:35]([NH:37][S:38](=[O:39])(=[O:40])[c:41]2[c:42]([N+:47](=[O:48])[O-:49])[cH:43][cH:44][cH:45][cH:46]2)[cH:36]1.[O:76]=[C:77]([O:78][CH2:79][CH3:80])[N:81]=[N:82][C:83]([O:84][CH2:85][CH3:86])=[O:87].[O:88]1[CH2:89][CH2:90][CH2:91][CH2:92]1.[OH:1][CH2:2][c:3]1[cH:4][cH:5][c:6]([NH:26][C:27]([CH3:28])=[O:29])[c:7](-[c:9]2[c:10]([CH3:25])[cH:11][c:12]([O:16][CH2:17][C:18]3([OH:24])[CH2:19][CH2:20][S:21][CH2:22][CH2:23]3)[cH:13][c:14]2[CH3:15])[cH:8]1.[c:57]1([P:58]([c:59]2[cH:60][cH:61][cH:62][cH:63][cH:64]2)[c:65]2[cH:66][cH:67][cH:68][cH:69][cH:70]2)[cH:71][cH:72][cH:73][cH:74][cH:75]1>>[CH2:2]([c:3]1[cH:4][cH:5][c:6]([NH:26][C:27]([CH3:28])=[O:29])[c:7](-[c:9]2[c:10]([CH3:25])[cH:11][c:12]([O:16][CH2:17][C:18]3([OH:24])[CH2:19][CH2:20][S:21][CH2:22][CH2:23]3)[cH:13][c:14]2[CH3:15])[cH:8]1)[N:37]([c:35]1[cH:34][cH:33][c:32]([CH2:50][CH2:51][C:52](=[O:53])[O:54][CH2:55][CH3:56])[c:31]([F:30])[cH:36]1)[S:38](=[O:39])(=[O:40])[c:41]1[c:42]([N+:47](=[O:48])[O-:49])[cH:43][cH:44][cH:45][cH:46]1. Reactants: Cn1nccc1C(=O)O, O=[N+]([O-])O. Product: Cn1ncc([N+](=O)[O-])c1C(=O)O. As a reaction SMILES: [CH3:1][n:2]1[n:3][cH:4][cH:5][c:6]1[C:7](=[O:8])[OH:9].[OH:10][N+:11]([O-:12])=[O:13]>>[CH3:1][n:2]1[n:3][cH:4][c:5]([N+:11](=[O:10])[O-:12])[c:6]1[C:7](=[O:8])[OH:9]. Starting materials: B, C#COCC, CC(=O)[O-], CC(=O)[O-], CCOC(C)=O, C[Si](C)(C)CCOCn1cnc2c(Cl)nc(Cl)nc21, [Na+], C1CCOC1, C1CCOC1, [OH-], [Pd+2], c1ccc(P(c2ccccc2)c2ccccc2)cc1. The product is CCOC=Cc1nc(Cl)nc2c1ncn2COCC[Si](C)(C)C. Reaction SMILES: [BH3:11].[C:1](#[CH:2])[O:3][CH2:4][CH3:5].[C:63]([O-:64])(=[O:65])[CH3:66].[C:68]([O-:69])(=[O:70])[CH3:71].[CH3:57][CH2:58][O:59][C:60](=[O:61])[CH3:62].[Cl:12][c:13]1[n:14][c:15]([Cl:30])[c:16]2[n:17][cH:18][n:19]([CH2:22][O:23][CH2:24][CH2:25][Si:26]([CH3:27])([CH3:28])[CH3:29])[c:20]2[n:21]1.[Na+:51].[O:52]1[CH2:53][CH2:54][CH2:55][CH2:56]1.[O:6]1[CH2:7][CH2:8][CH2:9][CH2:10]1.[OH-:50].[Pd+2:67].[c:31]1([P:32]([c:33]2[cH:34][cH:35][cH:36][cH:37][cH:38]2)[c:39]2[cH:40][cH:41][cH:42][cH:43][cH:44]2)[cH:45][cH:46][cH:47][cH:48][cH:49]1>>[CH:1](=[CH:2][c:15]1[n:14][c:13]([Cl:12])[n:21][c:20]2[c:16]1[n:17][cH:18][n:19]2[CH2:22][O:23][CH2:24][CH2:25][Si:26]([CH3:27])([CH3:28])[CH3:29])[O:3][CH2:4][CH3:5]. Reactants: FC1=C(C(=CC=C1)F)N1C(NCC2=C1N=C(N=C2C=2C=C(C(=O)NCCC)C=CC2C)S(=O)C)=O (3-[8-(2,6-difluorophenyl)-2-(methylsulfinyl)-7-oxo-5,6,7,8-tetrahydropyrimido[4,5-d]pyrimidin-4-yl]-4-methyl-N-propylbenzamide), C(CCC)N(CCCN)CCCC (N,N-dibutyl-1,3-propanediamine), resultant solution. The solvent is C(Cl)Cl (DCM). Product: DCM DCM[90] MeOH[7] NH4OH[3], C(CCC)N(CCCNC=1N=C(C2=C(N(C(NC2)=O)C2=C(C=CC=C2F)F)N1)C=1C=C(C(=O)NCCC)C=CC1C)CCCC (3-[2-{[3-(dibutylamino)propyl]amino}-8-(2,6-difluorophenyl)-7-oxo-5,6,7,8-tetrahydropyrimido[4,5-d]pyrimidin-4-yl]-4-methyl-N-propylbenzamide). Reaction SMILES: [F:1][C:2]1[CH:7]=[CH:6][CH:5]=[C:4]([F:8])[C:3]=1[N:9]1[C:14]2[N:15]=[C:16](S(C)=O)[N:17]=[C:18]([C:19]3[CH:20]=[C:21]([CH:28]=[CH:29][C:30]=3[CH3:31])[C:22]([NH:24][CH2:25][CH2:26][CH3:27])=[O:23])[C:13]=2[CH2:12][NH:11][C:10]1=[O:35].[CH2:36]([N:40]([CH2:45][CH2:46][CH2:47][CH3:48])[CH2:41][CH2:42][CH2:43][NH2:44])[CH2:37][CH2:38][CH3:39]>C(Cl)Cl>[CH2:36]([N:40]([CH2:45][CH2:46][CH2:47][CH3:48])[CH2:41][CH2:42][CH2:43][NH:44][C:16]1[N:17]=[C:18]([C:19]2[CH:20]=[C:21]([CH:28]=[CH:29][C:30]=2[CH3:31])[C:22]([NH:24][CH2:25][CH2:26][CH3:27])=[O:23])[C:13]2[CH2:12][NH:11][C:10](=[O:35])[N:9]([C:3]3[C:2]([F:1])=[CH:7][CH:6]=[CH:5][C:4]=3[F:8])[C:14]=2[N:15]=1)[CH2:37][CH2:38][CH3:39]. Procedure: To a solution of compound 3-[8-(2,6-difluorophenyl)-2-(methylsulfinyl)-7-oxo-5,6,7,8-tetrahydropyrimido[4,5-d]pyrimidin-4-yl]-4-methyl-N-propylbenzamide (30 mg, 0.06 mmol) in DCM (5 mL) was added N,N-dibutyl-1,3-propanediamine (0.06 mL, 0.26 mmol). The resultant solution was stirred at room temperature over night. The result mixture was concentrated. CombiFlash chromatography (mobile phase DCM/DCM[90]+MeOH[7]+NH4OH[3]) provided the title compound as a white solid (30 mg, 83%). LC-MS m/z 622 (M+H... Yield: 80.4%. The reactants are OS(=O)(=O)O (H2SO4), C(CC)(=O)OC1(CCN(CC1)CCNC1=C(C(=O)N)C=CC=C1)C1=CC=CC=C1 (2-[2-(4-propionoxy-4-phenylpiperidino)ethylamino]benzamide), C(C1=CC=CC=C1)=O (benzaldehyde), N1CCCCC1 (piperidine). The solvent is C(C)O (ethanol), C(C)O (ethanol), O (H2O). Conditions: time 1 hour. The product is O.O.S(=O)(=O)(O)O.C(CC)(=O)OC1(CCN(CC1)CCN1C(NC(C2=CC=CC=C12)=O)C1=CC=CC=C1)C1=CC=CC=C1 (1-[2-(4-Propionoxy-4-phenylpiperidino)ethyl]-2-phenyl-1,2,3,4-tetrahydro-4-quinazolinone Sulfate Dihydrate). As a reaction SMILES: [C:1]([O:5][C:6]1([C:24]2[CH:29]=[CH:28][CH:27]=[CH:26][CH:25]=2)[CH2:11][CH2:10][N:9]([CH2:12][CH2:13][NH:14][C:15]2[CH:23]=[CH:22][CH:21]=[CH:20][C:16]=2[C:17]([NH2:19])=[O:18])[CH2:8][CH2:7]1)(=[O:4])[CH2:2][CH3:3].[CH:30](=[O:37])[C:31]1[CH:36]=[CH:35][CH:34]=[CH:33][CH:32]=1.N1CCCCC1.[OH:44][S:45]([OH:48])(=[O:47])=[O:46]>C(O)C.O>[OH2:4].[OH2:37].[S:45]([OH:48])([OH:47])(=[O:46])=[O:44].[C:1]([O:5][C:6]1([C:24]2[CH:29]=[CH:28][CH:27]=[CH:26][CH:25]=2)[CH2:11][CH2:10][N:9]([CH2:12][CH2:13][N:14]2[C:15]3[C:16](=[CH:20][CH:21]=[CH:22][CH:23]=3)[C:17](=[O:18])[NH:19][CH:30]2[C:31]2[CH:36]=[CH:35][CH:34]=[CH:33][CH:32]=2)[CH2:8][CH2:7]1)(=[O:4])[CH2:2][CH3:3] |f:6.7.8.9|. Reported procedure: A mixture of 2-[2-(4-propionoxy-4-phenylpiperidino)ethylamino]benzamide (12.55 g), benzaldehyde (3.55 g), piperidine (1.35 g), and absolute ethanol (80 ml) was refluxed for 30 hrs. The solvent was removed on a rotovap. The thick oily product was chromatographed using silica gel and 5% isopropanol in chloroform. The product was isolated and dissolved in 30 ml 95% ethanol The solution was made acid with 4N H2SO4 and then 90 ml H2O was added. After 1 hr, the product was isolated and recrystallized ... The reactants are C(#N)CCNCCC#N (bis(2-cyanoethyl)amine), C(C1=CC=CC=C1)Cl (benzyl chloride), C([O-])([O-])=O.[Na+].[Na+] (sodium carbonate). The reagents and catalysts are [I-].[Na+] (sodium iodide). Solvent: C(C)#N (acetonitrile). The product is C(C1=CC=CC=C1)N(CCC#N)CCC#N (N-Benzylbis(2-cyanoethyl)amine). Yield: 81.3%. Reaction SMILES: [C:1]([CH2:3][CH2:4][NH:5][CH2:6][CH2:7][C:8]#[N:9])#[N:2].[CH2:10](Cl)[C:11]1[CH:16]=[CH:15][CH:14]=[CH:13][CH:12]=1.C(=O)([O-])[O-].[Na+].[Na+]>[I-].[Na+].C(#N)C>[CH2:10]([N:5]([CH2:6][CH2:7][C:8]#[N:9])[CH2:4][CH2:3][C:1]#[N:2])[C:11]1[CH:16]=[CH:15][CH:14]=[CH:13][CH:12]=1 |f:2.3.4,5.6|. Reported procedure: A mixture of 50.0 g (0.406 mol) of bis(2-cyanoethyl)amine, 51.45 g (0.406 mol) of benzyl chloride, 1.0 g (6.7 mmol) of sodium iodide, 22.05 g (0.208 mol) of sodium carbonate and 150 mL of acetonitrile was stirred mechanically and heated at reflux under nitrogen for 5 h. The cooled reaction mixture was filtered and the solids were washed with acetonitrile (3×50 mL). The combined filtrates were concentrated by rotary evaporation. A solution of the residue in 100 mL of CH2Cl2 was washed with satura... Starting materials: O=C([O-])[O-], CCOC(C)=O, CO, Cl, O=C(N1CC2CC(C1)c1cc(O)ccc12)C(F)(F)F, [Na+], [Na+], O. Product: Cl, Oc1ccc2c(c1)C1CNCC2C1. RXN SMILES: [C:20](=[O:21])([O-:22])[O-:23].[CH3:27][CH2:28][O:29][C:30]([CH3:31])=[O:32].[CH3:33][OH:34].[ClH:26].[F:1][C:2]([F:3])([F:4])[C:18]([N:5]1[CH2:6][CH:7]2[c:8]3[cH:9][cH:10][c:11]([OH:17])[cH:12][c:13]3[CH:14]([CH2:15]1)[CH2:16]2)=[O:19].[Na+:24].[Na+:25].[OH2:35]>>[ClH:26].[NH:5]1[CH2:6][CH:7]2[c:8]3[cH:9][cH:10][c:11]([OH:17])[cH:12][c:13]3[CH:14]([CH2:15]1)[CH2:16]2. The reactants are COC(C(CC1CCCCC1)C1=CC=C(C=C1)OCC1=NC2=CC=CC=C2C=C1)=O (3-cyclohexyl-2-[4-(quinolin-2-yl-methoxy)phenyl]propionic acid methyl ester), [OH-].[Na+] (sodium hydroxide). The solvent is CO (methanol). Conditions: temperature 50 celsius, time 10 hour. Yields the product C1(CCCCC1)CC(C(=O)O)C1=CC=C(C=C1)OCC1=NC2=CC=CC=C2C=C1 (3-cyclohexyl-2-[4-(quinolin-2-yl-methoxy)phenyl]propionic acid). Yield: 88.3%. As a reaction SMILES: C[O:2][C:3](=[O:30])[CH:4]([C:12]1[CH:17]=[CH:16][C:15]([O:18][CH2:19][C:20]2[CH:29]=[CH:28][C:27]3[C:22](=[CH:23][CH:24]=[CH:25][CH:26]=3)[N:21]=2)=[CH:14][CH:13]=1)[CH2:5][CH:6]1[CH2:11][CH2:10][CH2:9][CH2:8][CH2:7]1.[OH-].[Na+]>CO>[CH:6]1([CH2:5][CH:4]([C:12]2[CH:17]=[CH:16][C:15]([O:18][CH2:19][C:20]3[CH:29]=[CH:28][C:27]4[C:22](=[CH:23][CH:24]=[CH:25][CH:26]=4)[N:21]=3)=[CH:14][CH:13]=2)[C:3]([OH:30])=[O:2])[CH2:7][CH2:8][CH2:9][CH2:10][CH2:11]1 |f:1.2|. Reported procedure: To a solution of 3-cyclohexyl-2-[4-(quinolin-2-yl-methoxy)phenyl]propionic acid methyl ester (650 mg; 1.6 mmol) in methanol (20 ml) was added 1N sodium hydroxide (3 ml) and the mixture was stirred at 50° C. for 10 h. The methanol was removed in vacuo, to the residue was added 10 ml of water and the resulting mixture was acidified to pH 4. The precipitated solid was filtered, washed with water and dried in vacuo to provide 550 mg of 3-cyclohexyl-2-[4-(quinolin-2-yl-methoxy)phenyl]propionic acid, ...